This data is from the Open Reaction Database (ORD), a public repository of structured organic reaction records. The task is: describe an organic reaction: reactants, conditions, products, and yield Starting materials: COC(=O)C[C@@H]([C@H]1CC[C@H]2[C@@H]3CC=C4C[C@H](C[C@@H]([C@]4(C)[C@H]3CC[C@]12C)O)O)C ((20S)-1α,3β-dihydroxy-20-methyl-pregn-5-ene-21-carboxylic acid methyl ester), O1CCCC=C1 (3,4-dihydro-2H-pyran), C1=CC=CC=C1 (benzene), C1(=CC=C(C=C1)S(=O)(=O)O)C (p-toluene-sulphonic acid). Solvent: CCOCC (ether). The product is COC(=O)C[C@@H]([C@H]1CC[C@H]2[C@@H]3CC=C4C[C@H](C[C@@H]([C@]4(C)[C@H]3CC[C@]12C)OC1OCCCC1)OC1OCCCC1)C ((20S)-1α,3β-di(tetrahydropyranyloxy)-20-methyl-pregn-5-ene-21-carboxylic acid methyl ester). RXN SMILES: [CH3:1][O:2][C:3]([CH2:5][C@H:6]([CH3:28])[C@@H:7]1[C@:24]2([CH3:25])[C@H:10]([C@H:11]3[C@H:21]([CH2:22][CH2:23]2)[C@:19]2([CH3:20])[C:14]([CH2:15][C@@H:16]([OH:27])[CH2:17][C@@H:18]2[OH:26])=[CH:13][CH2:12]3)[CH2:9][CH2:8]1)=[O:4].[CH:29]1[CH:34]=[CH:33][CH:32]=[CH:31]C=1.C1(C)C=CC(S(O)(=O)=[O:42])=CC=1.[O:46]1[CH:51]=[CH:50][CH2:49][CH2:48][CH2:47]1>CCOCC>[CH3:1][O:2][C:3]([CH2:5][C@H:6]([CH3:28])[C@@H:7]1[C@:24]2([CH3:25])[C@H:10]([C@H:11]3[C@H:21]([CH2:22][CH2:23]2)[C@:19]2([CH3:20])[C:14]([CH2:15][C@@H:16]([O:27][CH:31]4[CH2:32][CH2:33][CH2:34][CH2:29][O:42]4)[CH2:17][C@@H:18]2[O:26][CH:51]2[CH2:50][CH2:49][CH2:48][CH2:47][O:46]2)=[CH:13][CH2:12]3)[CH2:9][CH2:8]1)=[O:4]. Reported procedure: A solution of 0.875 g of (20S)-1α,3β-dihydroxy-20-methyl-pregn-5-ene-21-carboxylic acid methyl ester in 40 ml. of absolute benzene was treated with 10 mg of anhydrous p-toluene-sulphonic acid and 1.5 ml. of 3,4-dihydro-2H-pyran and stored at room temperature for 24 hours. The solution was diluted with ether, washed with saturated sodium bicarbonate solution and dried over sodium sulphate. After concentration and drying in vacuo, there were obtained 1.2 g of oily (20S)-1α,3β-di(tetrahydropyranylo... Reactants: 14.1, ClC1=C2C(NC(C2=C(C(=C1Cl)Cl)Cl)=N)=N (4,5,6,7-tetrachloro-1,3-diiminoisoindoline), O=C1SCC(N1)=S (2-oxo-4-thioxothiazolidine), C(C)(=O)[O-].[Na+] (sodium acetate). Run in C(C)(=O)O (acetic acid). Yields the product N=C1NC(C2=C(C(=C(C(=C12)Cl)Cl)Cl)Cl)=C1C(NC(S1)=O)=S (1-imino-4,5,6,7-tetrachloro-3-(2-oxo-4-thioxo-5-thiazolidinylidene)isoindoline). Reaction SMILES: [Cl:1][C:2]1[C:10]([Cl:11])=[C:9]([Cl:12])[C:8]([Cl:13])=[C:7]2[C:3]=1[C:4](=N)[NH:5][C:6]2=[NH:14].[O:16]=[C:17]1[NH:21][C:20](=[S:22])[CH2:19][S:18]1.C([O-])(=O)C.[Na+]>C(O)(=O)C>[NH:14]=[C:6]1[C:7]2[C:3](=[C:2]([Cl:1])[C:10]([Cl:11])=[C:9]([Cl:12])[C:8]=2[Cl:13])[C:4](=[C:19]2[S:18][C:17](=[O:16])[NH:21][C:20]2=[S:22])[NH:5]1 |f:2.3|. Procedure: To a mixture of 14.1 parts of 4,5,6,7-tetrachloro-1,3-diiminoisoindoline, 6.7 parts of 2-oxo-4-thioxothiazolidine and 10.0 parts of freshly prepared, ground anhydrous sodium acetate, there was added 157 parts of glacial acetic acid. The resulting slurry was heated at reflux under a continuous flow of nitrogen for approximately one hour. The reaction solution was cooled to room temperature, sealed under an atmosphere of nitrogen and set aside for about sixty hours. The solid which separated on st... Starting materials: [BH4-], CO, Cc1nn2c(-c3ccc(Cl)cc3Cl)c(C)oc2c1[N+](=O)[O-], [Na+], Cl[Ni]Cl, O, O, O, O, O, O. Product: Cc1nn2c(-c3ccc(Cl)cc3Cl)c(C)oc2c1N. RXN SMILES: [BH4-:1].[CH3:24][OH:25].[Cl:3][c:4]1[c:5](-[c:11]2[n:12]3[c:13]([o:14][c:15]2[CH3:16])[c:17]([N+:21]([O-:22])=[O:23])[c:18]([CH3:20])[n:19]3)[cH:6][cH:7][c:8]([Cl:10])[cH:9]1.[Na+:2].[Ni:32]([Cl:33])[Cl:34].[OH2:26].[OH2:27].[OH2:28].[OH2:29].[OH2:30].[OH2:31]>>[Cl:3][c:4]1[c:5](-[c:11]2[n:12]3[c:13]([o:14][c:15]2[CH3:16])[c:17]([NH2:21])[c:18]([CH3:20])[n:19]3)[cH:6][cH:7][c:8]([Cl:10])[cH:9]1.